This data is from the Open Reaction Database (ORD), a public repository of structured organic reaction records. The task is: describe an organic reaction: reactants, conditions, products, and yield RXN SMILES: [Na].[C:2]([CH2:10][CH:11]=O)(=[O:9])[C:3]1[CH:8]=[CH:7][CH:6]=[CH:5][CH:4]=1.[Cl-].O[NH2:15].[OH-].[Na+]>C(O)C>[C:2]([CH2:10][C:11]#[N:15])(=[O:9])[C:3]1[CH:8]=[CH:7][CH:6]=[CH:5][CH:4]=1 |f:2.3,4.5,^1:0|. Run in C(C)O (ethanol). The product is C(C1=CC=CC=C1)(=O)CC#N (benzoylacetonitrile). Reactants: [OH-].[Na+] (NaOH), [Na] (sodium), C(C1=CC=CC=C1)(=O)CC=O (benzoylacetaldehyde), [Cl-].ON (hydroxyamine chloride). Procedure: To a solution of 10 g sodium salt of benzoylacetaldehyde (prepared according to the procedure of Example 1) and 10 g hydroxyamine chloride in 30 ml ethanol was added 20 ml 50% NaOH at 0-10° C. The mixture was then refluxed for 24 hrs, and concentrated to 2/3 volume. The brown solution was neutralized with the concentrated hydrochloric acid. The precipitate was collected by filtration, and dried under vacuum to get a solid with slight pink color, 3.8 g benzoylacetonitrile. Reactants: [Br-], COc1cc([N+](=O)[O-])ccc1O, CCCC[N+](CCCC)(CCCC)CCCC, CCN(C(C)C)C(C)C, COOCCl, ClCCl, O. Yields the product COCOc1ccc([N+](=O)[O-])cc1OC. As a reaction SMILES: [Br-:28].[CH3:15][O:16][c:17]1[c:18]([OH:26])[cH:19][cH:20][c:21]([N+:23](=[O:24])[O-:25])[cH:22]1.[CH3:29][CH2:30][CH2:31][CH2:32][N+:33]([CH2:34][CH2:35][CH2:36][CH3:37])([CH2:38][CH2:39][CH2:40][CH3:41])[CH2:42][CH2:43][CH2:44][CH3:45].[CH:1]([N:2]([CH2:3][CH3:4])[CH:5]([CH3:6])[CH3:7])([CH3:8])[CH3:9].[Cl:10][CH2:11][O:12][O:13][CH3:14].[Cl:46][CH2:47][Cl:48].[OH2:27]>>[CH2:1]([O:13][CH3:14])[O:26][c:18]1[c:17]([O:16][CH3:15])[cH:22][c:21]([N+:23](=[O:24])[O-:25])[cH:20][cH:19]1. The reactants are C(C)OC(=O)CNC=1C=C(C(=O)OC)C=C(C1)CO (3-[[Ethoxycarbonylmethyl]amino]-5-[hydroxymethyl]benzoic acid, methyl ester), C([O-])([O-])=O.[K+].[K+] (potassium carbonate), BrC(C1=CC=CC=C1)C1=CC=CC=C1 (bromodiphenylmethane). Solvent: CN(C=O)C (dimethylformamide). Reaction conditions: temperature 50 celsius. Product: C(C)OC(=O)CN(C=1C=C(C(=O)OC)C=C(C1)CO)C(C1=CC=CC=C1)C1=CC=CC=C1 (3-[[Ethoxycarbonylmethyl][diphenylmethyl]amino]-5-[hydroxymethyl]benzoic acid, methyl ester). Reaction SMILES: [CH2:1]([O:3][C:4]([CH2:6][NH:7][C:8]1[CH:9]=[C:10]([CH:15]=[C:16]([CH2:18][OH:19])[CH:17]=1)[C:11]([O:13][CH3:14])=[O:12])=[O:5])[CH3:2].C(=O)([O-])[O-].[K+].[K+].Br[CH:27]([C:34]1[CH:39]=[CH:38][CH:37]=[CH:36][CH:35]=1)[C:28]1[CH:33]=[CH:32][CH:31]=[CH:30][CH:29]=1>CN(C)C=O>[CH2:1]([O:3][C:4]([CH2:6][N:7]([CH:27]([C:28]1[CH:33]=[CH:32][CH:31]=[CH:30][CH:29]=1)[C:34]1[CH:39]=[CH:38][CH:37]=[CH:36][CH:35]=1)[C:8]1[CH:9]=[C:10]([CH:15]=[C:16]([CH2:18][OH:19])[CH:17]=1)[C:11]([O:13][CH3:14])=[O:12])=[O:5])[CH3:2] |f:1.2.3|. Procedure details: A mixture of the product from step (iv) (3 g), potassium carbonate (15.48 g) and bromodiphenylmethane (2.77 g) in dimethylformamide (100 ml) was heated at 50° C. for 24 hours. The mixture was partitioned between ethyl acetate and brine. The organic phase was dried (MgSO4) and evaporated. Purified by chromatography eluting with 30% ethyl acetate in isohexane. Yield 0.51 g. Reactants: [OH-].[Na+] (NaOH), C(C)OC(CCCOC=1C=C2C(=C(N(C2=CC1)CC1=CC=CC=C1)Cl)CC(=O)N)=O (4-[[3-(2-amino-2-oxoethyl)-2-chloro-1-(phenylmethyl)-1H-indole-5-yl]oxy]butanoic acid ethyl ester), Cl (HCl). The solvent is CCO (EtOH). Conditions: time 18 hour. Yields the product NC(CC1=C(N(C2=CC=C(C=C12)OCCCC(=O)O)CC1=CC=CC=C1)Cl)=O (4-[[3-(2-amino-2-oxoethyl)-2-chloro-1-(phenylmethyl)-1H-indol-5-yl]oxy]butanoic acid). The yield is 76.4%. RXN SMILES: C([O:3][C:4](=[O:30])[CH2:5][CH2:6][CH2:7][O:8][C:9]1[CH:10]=[C:11]2[C:15](=[CH:16][CH:17]=1)[N:14]([CH2:18][C:19]1[CH:24]=[CH:23][CH:22]=[CH:21][CH:20]=1)[C:13]([Cl:25])=[C:12]2[CH2:26][C:27]([NH2:29])=[O:28])C.[OH-].[Na+].Cl>CCO>[NH2:29][C:27](=[O:28])[CH2:26][C:12]1[C:11]2[C:15](=[CH:16][CH:17]=[C:9]([O:8][CH2:7][CH2:6][CH2:5][C:4]([OH:30])=[O:3])[CH:10]=2)[N:14]([CH2:18][C:19]2[CH:20]=[CH:21][CH:22]=[CH:23][CH:24]=2)[C:13]=1[Cl:25] |f:1.2|. Procedure details: A solution of 140 mg (0.43 mmol) of 2-chloro-5-methoxy-1-(phenylmethyl)-1H-indole-3-acetamide (Example 11) in 20 mL of methylene chloride was treated with 2 mL of 1M BBr3/CH2Cl2, stirred for 1.5 hours, stirred with aqueous HCl, the CH2Cl2 solvent separated, and washed with water, saturated NaCl solution and dried (Na2SO4). On concentrating at reduced pressure, there was obtained 140 mg of crude 2-chloro-5-hydroxy-1-(phenylmethyl)-1H-indole-3-acetamide. This material was dissolved in 15 mL of DMS... Reactants: ClCCCBr, CCCC(C)Oc1nc(N)c2nc(OC)[nH]c2n1, CCC(C)Oc1nc(N)c2nc(OC)n(CCCCCl)c2n1, O=C(O)C(F)(F)F. Yields the product CCCC(C)Oc1nc(N)c2nc(OC)n(CCCCl)c2n1. Reaction SMILES: [Br:48][CH2:49][CH2:50][CH2:51][Cl:52].[CH3:30][CH:31]([CH2:32][CH2:33][CH3:34])[O:35][c:36]1[n:37][c:38]([NH2:47])[c:39]2[n:40][c:41]([O:45][CH3:46])[nH:42][c:43]2[n:44]1.[Cl:1][CH2:2][CH2:3][CH2:4][CH2:5][n:6]1[c:7]([O:8][CH3:9])[n:10][c:11]2[c:12]1[n:13][c:14]([O:15][CH:16]([CH3:17])[CH2:18][CH3:19])[n:20][c:21]2[NH2:22].[F:23][C:24]([F:25])([F:26])[C:27]([OH:28])=[O:29]>>[Cl:1][CH2:2][CH2:3][CH2:4][n:42]1[c:41]([O:45][CH3:46])[n:40][c:39]2[c:38]([NH2:47])[n:37][c:36]([O:35][CH:31]([CH3:30])[CH2:32][CH2:33][CH3:34])[n:44][c:43]21. Starting materials: Cl (hydrochloric acid), [Cl-].[NH4+] (ammonium chloride), [OH-].[Na+] (sodium hydroxide), ClC=1C=C(C(=O)C=2C(=NC(=CC2)C(OC)OC)NCC)C=CC1 (3-(3-chlorobenzoyl)-2-ethylamino-6-dimethoxymethylpyridine), C(#N)C=1C(=NC(=CC1)C(OC)OC)NCC (3-cyano-2-ethylamino-6-dimethoxymethylpyridine), [Mg] (Magnesium), BrC=1C=C(C=CC1)Cl (3-bromochlorobenzene). The solvent is O1CCCC1 (tetrahydrofuran), O1CCCC1 (tetrahydrofuran). Yields the product ClC=1C=C(C(=O)C=2C(=NC(=CC2)C=O)NCC)C=CC1 (3-(3-chlorobenzoyl)-2-ethylaminopyridine-6-carbaldehyde). As a reaction SMILES: [Mg].BrC1C=C(Cl)C=CC=1.C(C1C(NCC)=NC(C(OC)OC)=CC=1)#N.[Cl-].[NH4+].[Cl:28][C:29]1[CH:30]=[C:31]([CH:48]=[CH:49][CH:50]=1)[C:32]([C:34]1[C:35]([NH:45][CH2:46][CH3:47])=[N:36][C:37]([CH:40](OC)[O:41]C)=[CH:38][CH:39]=1)=[O:33].Cl.[OH-].[Na+]>O1CCCC1>[Cl:28][C:29]1[CH:30]=[C:31]([CH:48]=[CH:49][CH:50]=1)[C:32]([C:34]1[C:35]([NH:45][CH2:46][CH3:47])=[N:36][C:37]([CH:40]=[O:41])=[CH:38][CH:39]=1)=[O:33] |f:3.4,7.8|. Procedure details: Magnesium (18.6 g, 0.76 mol) was added to 500 ml of tetrahydrofuran in which 146.7 g (0.77 mol) of 3-bromochlorobenzene had been dissolved, followed by stirring at room temperature. Since exothermic reaction occurred, the stirring was continued until the exothermicity ceased. The reaction solution was cooled to -20° C., mixed with 33.9 g (0.15 mol) of 3-cyano-2-ethylamino-6-dimethoxymethylpyridine and then heated-overnight under reflux. The reaction solution was mixed with saturated ammonium chl... Starting materials: CC1=C(C=CC=C1)C(C)=O (2′-methylacetophenone), B1(N2CCC[C@H]2C(O1)(C3=CC=CC=C3)C4=CC=CC=C4)C ((S)-(−)-2-methyl-CBS-oxazaborolidine). Yields the product C1(=C(C=CC=C1)[C@@H](C)O)C ((R)-1-o-Tolyl-ethanol). RXN SMILES: [CH3:1][C:2]1[CH:7]=[CH:6][CH:5]=[CH:4][C:3]=1[C:8](=[O:10])[CH3:9].B1(C)OC(C2C=CC=CC=2)(C2C=CC=CC=2)[C@H]2N1CCC2>>[C:2]1([CH3:1])[CH:7]=[CH:6][CH:5]=[CH:4][C:3]=1[C@H:8]([OH:10])[CH3:9]. Procedure details: 2′-methylacetophenone and (S)-(−)-2-methyl-CBS-oxazaborolidine were reacted as described in Example 35, Step 1 to provide (R)-1-o-Tolyl-ethanol.